Dataset: the Open Reaction Database (ORD), a public repository of structured organic reaction records. Task: describe an organic reaction: reactants, conditions, products, and yield RXN SMILES: [C:1]([OH:9])(=O)[C:2]1[CH:7]=[CH:6][CH:5]=[CH:4][CH:3]=1.[NH2:10][CH2:11][CH2:12]O>>[C:2]1([C:1]2[O:9][CH2:12][CH2:11][N:10]=2)[CH:3]=[CH:4][CH:5]=[CH:6][CH:7]=1. Procedure details: The methods (1) to (6) will be described more specifically. For example, as the method (1), potassium hydroxide or acetic anhydride is reacted to 2-chloroethylformamide to provide 2-oxazoline, and the case where 2-bromoethylbenzamide is used provides 2-phenyl-2-oxazoline (see, for example Non-patent Document 1). As the method (2), thionyl chloride is reacted to 2-formamide ethanol to provide 2-oxazoline, and N-(2-hydroxyethyl)benzamide is heated with phosphorous pentoxide to provide 2-phenyl-2-o... Product: C1(=CC=CC=C1)C=1OCCN1 (2-phenyl-2-oxazoline). Reactants: C(C1=CC=CC=C1)(=O)O (benzoic acid), NCCO (2-aminoethanol). Starting materials: CC(C)(C)OC(=O)Nc1cccc(Br)c1F, CC(=O)[O-], CCOC(C)=O, COCC(=O)CC(=O)OC, CCOC(C)=O, CCO, Cl, O=N[O-], [Na+], [Na+], O. The product is COCC(=O)C(=NNc1cccc(Br)c1F)C(=O)OC. RXN SMILES: [Br:1][c:2]1[c:3]([F:16])[c:4]([NH:8][C:9](=[O:10])[O:11][C:12]([CH3:13])([CH3:14])[CH3:15])[cH:5][cH:6][cH:7]1.[C:38]([O-:39])(=[O:40])[CH3:41].[CH3:18][CH2:19][O:20][C:21]([CH3:22])=[O:23].[CH3:28][O:29][CH2:30][C:31]([CH2:32][C:33](=[O:34])[O:35][CH3:36])=[O:37].[CH3:43][CH2:44][O:45][C:46]([CH3:47])=[O:48].[CH3:50][CH2:51][OH:52].[ClH:17].[N:24]([O-:25])=[O:26].[Na+:27].[Na+:42].[OH2:49]>>[Br:1][c:2]1[c:3]([F:16])[c:4]([NH:8][N:24]=[C:32]([C:31]([CH2:30][O:29][CH3:28])=[O:37])[C:33](=[O:34])[O:35][CH3:36])[cH:5][cH:6][cH:7]1. The reactants are CCOC(=O)CC(=O)C1=CC=CC=C1 (ethyl benzoyl acetate), BrBr (bromine). Solvent: C(Cl)(Cl)(Cl)Cl (CCl4). Conditions: temperature 60 celsius, time 2 hour. Yields the product C(C1=CC=CC=C1)(=O)C(C(=O)OCC)Br (Ethyl 2-benzoyl-2-bromoacetate). As a reaction SMILES: [CH3:1][CH2:2][O:3][C:4]([CH2:6][C:7]([C:9]1[CH:14]=[CH:13][CH:12]=[CH:11][CH:10]=1)=[O:8])=[O:5].[Br:15]Br>C(Cl)(Cl)(Cl)Cl>[C:7]([CH:6]([Br:15])[C:4]([O:3][CH2:2][CH3:1])=[O:5])(=[O:8])[C:9]1[CH:10]=[CH:11][CH:12]=[CH:13][CH:14]=1. Procedure: 25 ml (0.144 mol) of ethyl benzoyl acetate are dissolved in 50 ml of CCl4, 8.5 ml of bromine are added dropwise at 5° C. and the brown solution is stirred at 5° C. for 1 h, at room temperature for 3 h and at 60° C. for 2 h. It is concentrated to dryness, the residue is taken up in EA, the EA solution is washed with 10% strength Na2SO3 solution and satd. NaCl solution, dried over MgSO4 and concentrated, and the residue is dried in a high vacuum. 38 g of the title compound result as a red oil. Reactants: S(=O)(Cl)Cl (thionyl chloride), OCC=1N=C2N(C=CC=C2NC(C(C)(C)C)=O)C1C (2-hydroxymethyl-3-methyl-8-pivaloylaminoimidazo[1,2-a]pyridine), C([O-])(O)=O.[Na+] (sodium bicarbonate). Solvent: ClCCl (dichloromethane), ClCCl (dichloromethane). Run at time 2 hour. Product: ClCC=1N=C2N(C=CC=C2NC(C(C)(C)C)=O)C1C (2-Chloromethyl-3-methyl-8-pivaloylaminoimidazo[1,2-a]pyridine). The yield is 91.3%. RXN SMILES: O[CH2:2][C:3]1[N:4]=[C:5]2[C:10]([NH:11][C:12](=[O:17])[C:13]([CH3:16])([CH3:15])[CH3:14])=[CH:9][CH:8]=[CH:7][N:6]2[C:18]=1[CH3:19].S(Cl)([Cl:22])=O.C(=O)(O)[O-].[Na+]>ClCCl>[Cl:22][CH2:2][C:3]1[N:4]=[C:5]2[C:10]([NH:11][C:12](=[O:17])[C:13]([CH3:16])([CH3:15])[CH3:14])=[CH:9][CH:8]=[CH:7][N:6]2[C:18]=1[CH3:19] |f:2.3|. Procedure: To a stirred suspension of 13 g of 2-hydroxymethyl-3-methyl-8-pivaloylaminoimidazo[1,2-a]pyridine in 500 ml of dry dichloromethane is added dropwise a solution of 6.5 g thionyl chloride in 50 ml dry dichloromethane at 0–5° C. to give a clear yellow solution. After 2 h the reaction mixture is hydrolysed by adding 200 ml saturated sodium bicarbonate solution under cooling. The resulting mixture is transferred to a separatory funnel and shaken vigorously. The organic layer is separated, washed with... Reactants: CC(=O)OC(C)=O, Cc1nc2cc(C(=O)O)c(C(=O)O)nc2o1. Yields the product Cc1nc2cc3c(nc2o1)C(=O)OC3=O. Reaction SMILES: [CH3:17][C:18]([O:19][C:20](=[O:21])[CH3:22])=[O:23].[CH3:1][c:2]1[o:3][c:4]2[n:5][c:6]([C:14](=[O:15])[OH:16])[c:7]([C:11](=[O:12])[OH:13])[cH:8][c:9]2[n:10]1>>[CH3:1][c:2]1[o:3][c:4]2[n:5][c:6]3[c:7]([cH:8][c:9]2[n:10]1)[C:11](=[O:13])[O:16][C:14]3=[O:15]. Reactants: BrCCOC1=CC=C(N)C(=C1)[N+](=O)[O-] (4-(2-bromoethoxy)-6-nitroaniline), N(=O)[O-].[Na+] (sodium nitrite), Cl (HCl). Run in O (water), C(C)(=O)OCC (ethyl acetate), CO (methanol). Reaction conditions: time 1.5 hour. The product is BrCCOC=1C=CC2=C(NN=N2)C1 (6-(2-bromoethoxy)-1H-benzotriazole). The yield is 45.6%. RXN SMILES: [Br:1][CH2:2][CH2:3][O:4][C:5]1[CH:11]=[C:10]([N+:12]([O-])=O)[C:8]([NH2:9])=[CH:7][CH:6]=1.Cl.[N:16]([O-])=O.[Na+]>C(OCC)(=O)C.CO.O>[Br:1][CH2:2][CH2:3][O:4][C:5]1[CH:6]=[CH:7][C:8]2[N:9]=[N:16][NH:12][C:10]=2[CH:11]=1 |f:2.3|. Reported procedure: Raney nickel (10.95 g) was washed with water (4×300 ml) then with methanol (4×300 ml). The catalyst was suspended in 450 ml of methanol and 4-(2-bromoethoxy)-6-nitroaniline (5.08 g, 19.46 mmol) was added. The reaction mixture was stirred under a hydrogen atmosphere (1 atm) at room temperature for 1.5 h. After removal of the catalyst by filtration, the filtrate was evaporated to give a black residue. The black residue was redissolved in a mixture of ethyl acetate (200 ml) and methanol (50 ml). Et... Reactants: ClC=1C=C(CC2CCC=3NC(=CC32)C(=O)OC)C=C(C1)F (methyl 4-(3-chloro-5-fluorobenzyl)-1,4,5,6-tetrahydrocyclopenta[b]pyrrole-2-carboxylate), [OH-].[Li+] (lithium hydroxide), CO (methanol). The solvent is C1CCOC1 (THF). The product is ClC=1C=C(CC2CCC=3NC(=CC32)C(=O)O)C=C(C1)F (4-(3-chloro-5-fluorobenzyl)-1,4,5,6-tetrahydrocyclopenta[b]pyrrole-2-carboxylic acid). As a reaction SMILES: [Cl:1][C:2]1[CH:3]=[C:4]([CH:18]=[C:19]([F:21])[CH:20]=1)[CH2:5][CH:6]1[C:13]2[CH:12]=[C:11]([C:14]([O:16]C)=[O:15])[NH:10][C:9]=2[CH2:8][CH2:7]1.[OH-].[Li+].CO>C1COCC1>[Cl:1][C:2]1[CH:3]=[C:4]([CH:18]=[C:19]([F:21])[CH:20]=1)[CH2:5][CH:6]1[C:13]2[CH:12]=[C:11]([C:14]([OH:16])=[O:15])[NH:10][C:9]=2[CH2:8][CH2:7]1 |f:1.2|. Reported procedure: The title compound was synthesized from methyl 4-(3-chloro-5-fluorobenzyl)-1,4,5,6-tetrahydrocyclopenta[b]pyrrole-2-carboxylate (0.045 g, 0.15 mmol) and lithium hydroxide (0.063 g, 1.5 mmol in 2 mL water), according to General Procedure 7. A 1:1 mixture of methanol (MeOH) and THF (2 mL) was used. The resulting product was purified by column chromatography (Isco CombiFlash) eluting with a gradient of 0-100% EtOAc/heptane followed by reverse phase chromatography from MeOH and water (0.1% formic ac... As a reaction SMILES: [NH2:1][C@H:2]1[CH2:7]CC[CH2:4][C@H:3]1[NH:8][C:9]1[N:10]=[N:11][C:12]([C:28]([NH2:30])=[O:29])=[C:13]([NH:15][C:16]2[CH:24]=[CH:23][CH:22]=[C:21]3[C:17]=2[CH:18]=[CH:19][N:20]3[CH:25]([CH3:27])[CH3:26])[N:14]=1.[C:31]([O:35]C(=O)N[C@H]([C@H](N)C)COC)(C)(C)C.C(OC(=O)N[C@H]1CCCC[C@H]1N)(C)(C)C>>[NH2:1][C@@H:2]([CH2:7][O:35][CH3:31])[C@H:3]([NH:8][C:9]1[N:10]=[N:11][C:12]([C:28]([NH2:30])=[O:29])=[C:13]([NH:15][C:16]2[CH:24]=[CH:23][CH:22]=[C:21]3[C:17]=2[CH:18]=[CH:19][N:20]3[CH:25]([CH3:26])[CH3:27])[N:14]=1)[CH3:4]. Yields the product N[C@H]([C@@H](C)NC=1N=NC(=C(N1)NC1=C2C=CN(C2=CC=C1)C(C)C)C(=O)N)COC (3-(((2R,3R)-3-amino-4-methoxybutan-2-yl)amino)-5-((1-isopropyl-1H-indol-4-yl)amino)-1,2,4-triazine-6-carboxamide). Reported procedure: In accordance with Example 3 (Steps 1 to 4), 1-isopropyl-1H-indol-4-amine obtained in Example 45 was used instead of 1-methyl-1H-indol-4-amine, and tert-butyl((2R,3R)-3-amino-1-methoxybutan-2-yl)carbamate obtained in the above-described Step 1 was used instead of tert-butyl((1S,2R)-2-aminocyclohexyl)carbamate to obtain the titled compound as a light yellow solid. Starting materials: N[C@@H]1[C@@H](CCCC1)NC=1N=NC(=C(N1)NC1=C2C=CN(C2=CC=C1)C(C)C)C(=O)N (3-((1R,2S)-2-aminocyclohexylamino)-5-(1-isopropyl-1H-indol-4-ylamino)-1,2,4-triazine-6-carboxamide), C(C)(C)(C)OC(N[C@@H](COC)[C@@H](C)N)=O (tert-butyl((2R,3R)-3-amino-1-methoxybutan-2-yl)carbamate), C(C)(C)(C)OC(N[C@@H]1[C@@H](CCCC1)N)=O (tert-butyl((1S,2R)-2-aminocyclohexyl)carbamate).